Dataset: the Open Reaction Database (ORD), a public repository of structured organic reaction records. Task: describe an organic reaction: reactants, conditions, products, and yield The reactants are CC1(NCC2=C(NC1=O)N=CC(=C2)/C=C/C(=O)N(C)CC2=C(C(=CC=C2)C(C)C)OCCC)C ((E)-3-(3,3-dimethyl-2-oxo-2,3,4,5-tetrahydro-1H-pyrido[2,3-e][1,4]diazepin-7-yl)-N-(3-isopropyl-2-propoxybenzyl)-N-methylacrylamide), Cl (HCl), solution. Solvent: C(Cl)Cl (CH2Cl2), C(C)OCC (diethyl ether). Reaction conditions: time 18 hour. Product: Cl.CC1(NCC2=C(NC1=O)N=CC(=C2)/C=C/C(=O)N(C)CC2=C(C(=CC=C2)C(C)C)OCCC)C ((E)-3-(3,3-Dimethyl-2-oxo-2,3,4,5-tetrahydro-1H-pyrido[2,3-e][1,4]diazepin-7-yl)-N-(3-isopropyl-2-propoxybenzyl)-N-methylacrylamide hydrochloride). Yield: 71.0%. Reaction SMILES: [CH3:1][C:2]1([CH3:34])[C:8](=[O:9])[NH:7][C:6]2[N:10]=[CH:11][C:12](/[CH:14]=[CH:15]/[C:16]([N:18]([CH2:20][C:21]3[CH:26]=[CH:25][CH:24]=[C:23]([CH:27]([CH3:29])[CH3:28])[C:22]=3[O:30][CH2:31][CH2:32][CH3:33])[CH3:19])=[O:17])=[CH:13][C:5]=2[CH2:4][NH:3]1.[ClH:35]>C(Cl)Cl.C(OCC)C>[ClH:35].[CH3:34][C:2]1([CH3:1])[C:8](=[O:9])[NH:7][C:6]2[N:10]=[CH:11][C:12](/[CH:14]=[CH:15]/[C:16]([N:18]([CH2:20][C:21]3[CH:26]=[CH:25][CH:24]=[C:23]([CH:27]([CH3:29])[CH3:28])[C:22]=3[O:30][CH2:31][CH2:32][CH3:33])[CH3:19])=[O:17])=[CH:13][C:5]=2[CH2:4][NH:3]1 |f:4.5|. Reported procedure: A stirring solution of (E)-3-(3,3-dimethyl-2-oxo-2,3,4,5-tetrahydro-1H-pyrido[2,3-e][1,4]diazepin-7-yl)-N-(3-isopropyl-2-propoxybenzyl)-N-methylacrylamide (0.164 g, 0.352 mmol) in CH2Cl2 (4 mL) under N2 was treated with anhydrous HCl (0.17 mL of a 2.0 M solution in diethyl ether, 0.34 mmol) After stirring for 18 h, the resulting solid was collected by filtration, washed with Et2O (100 mL) and dried to yield the title compound (0.12 g, 71%) as an off white solid and as a mixture of amide rotamers...